From a dataset of the Open Reaction Database (ORD), a public repository of structured organic reaction records. describe an organic reaction: reactants, conditions, products, and yield Reactants: C[Si](C)(C)N=[N+]=[N-] (trimethylsilyl azide), C(C)(=O)OCC(NC1=NC=C(C=C1)C(F)(F)F)=O (2-oxo-2-{[5-(trifluoromethyl)-2-pyridinyl]amino}ethyl acetate), C(C)(=O)OCC(NC1=NC=C(C=C1)C(F)(F)F)=O (2-oxo-2-{[5-(trifluoromethyl)-2-pyridinyl]amino}ethyl acetate), C1(=CC=CC=C1)P(C1=CC=CC=C1)C1=CC=CC=C1 (triphenylphosphine). The solvent is C1CCOC1 (THF), CCOC(=O)C (EtOAc). Conditions: time 30 minute. Yields the product C(C)(=O)OCC1=NN=NN1C1=NC=C(C=C1)C(F)(F)F ({1-[5-(Trifluoromethyl)-2-pyridinyl]-1H-tetrazol-5-yl}methyl acetate). Yield: 49.7%. RXN SMILES: [C:1]([O:4][CH2:5][C:6](=O)[NH:7][C:8]1[CH:13]=[CH:12][C:11]([C:14]([F:17])([F:16])[F:15])=[CH:10][N:9]=1)(=[O:3])[CH3:2].C1(P(C2C=CC=CC=2)C2C=CC=CC=2)C=CC=CC=1.C[Si]([N:42]=[N+:43]=[N-:44])(C)C>C1COCC1.CCOC(C)=O>[C:1]([O:4][CH2:5][C:6]1[N:7]([C:8]2[CH:13]=[CH:12][C:11]([C:14]([F:17])([F:16])[F:15])=[CH:10][N:9]=2)[N:44]=[N:43][N:42]=1)(=[O:3])[CH3:2]. Reported procedure: To a solution of 2-oxo-2-{[5-(trifluoromethyl)-2-pyridinyl]amino}ethyl acetate (Intermediate 56, 3.30 g, 12.6 mmol) in THF at 0° C. were added triphenylphosphine (8.24 g, 31.4 mmol) and diisopropyl azodicorboxylate (6.30 g, 31.2 mmol). The reaction mixture was stirred for 30 min and trimethylsilyl azide (3.60 g, 31.2 mmol) was added dropwise at room temperature. The reaction mixture was heated to reflux for 4 hr. The reaction mixture was diluted with EtOAc and washed with ice water, aq. NaHCO3 s... The reactants are F[B-](F)(F)F, CCN(C(C)C)C(C)C, COc1cnc(Cl)c2[nH]cc(C(=O)C(=O)O)c12, CN(C)C=O, c1ccc(-n2nnnc2N2CCNCC2)cc1, CN(C)C(On1nnc2ccccc21)=[N+](C)C. Product: COc1cnc(Cl)c2[nH]cc(C(=O)C(=O)N3CCN(c4nnnn4-c4ccccc4)CC3)c12. As a reaction SMILES: [B-:35]([F:36])([F:37])([F:38])[F:39].[CH:57]([N:58]([CH2:59][CH3:60])[CH:61]([CH3:62])[CH3:63])([CH3:64])[CH3:65].[Cl:1][c:2]1[n:3][cH:4][c:5]([O:16][CH3:17])[c:6]2[c:7]1[nH:8][cH:9][c:10]2[C:11]([C:12](=[O:13])[OH:14])=[O:15].[O:66]=[CH:67][N:68]([CH3:69])[CH3:70].[c:18]1(-[n:24]2[n:25][n:26][n:27][c:28]2[N:29]2[CH2:30][CH2:31][NH:32][CH2:33][CH2:34]2)[cH:19][cH:20][cH:21][cH:22][cH:23]1.[n:40]1([O:41][C:42]([N:43]([CH3:44])[CH3:45])=[N+:46]([CH3:47])[CH3:48])[c:49]2[cH:50][cH:51][cH:52][cH:53][c:54]2[n:55][n:56]1>>[Cl:1][c:2]1[n:3][cH:4][c:5]([O:16][CH3:17])[c:6]2[c:7]1[nH:8][cH:9][c:10]2[C:11]([C:12](=[O:14])[N:32]1[CH2:31][CH2:30][N:29]([c:28]2[n:24](-[c:18]3[cH:19][cH:20][cH:21][cH:22][cH:23]3)[n:25][n:26][n:27]2)[CH2:34][CH2:33]1)=[O:15]. Reaction SMILES: [CH3:1][O:2][C:3](=[O:4])[CH:5]1[C:6](=[O:19])[N:7]([CH2:12][c:13]2[cH:14][cH:15][cH:16][cH:17][cH:18]2)[CH2:8][CH2:9][C:10]1=[O:11].[CH3:20][C:21]#[N:22].[OH2:23]>>[CH2:5]1[C:6](=[O:19])[N:7]([CH2:12][c:13]2[cH:14][cH:15][cH:16][cH:17][cH:18]2)[CH2:8][CH2:9][C:10]1=[O:11]. Reactants: COC(=O)C1C(=O)CCN(Cc2ccccc2)C1=O, CC#N, O. The product is O=C1CCN(Cc2ccccc2)C(=O)C1. Reactants: COC(=O)C1COCC1N (4-amino-tetrahydro-furan-3-carboxylic acid methyl ester), Cl.CC1=NC2=CC=CC=C2C(=C1)COC1=CC=C(C=C1)S(=O)(=O)Cl (4-(2-methyl-quinolin-4-ylmethoxy)-benzenesulfonyl chloride hydrochloride), C(=O)(O)[O-].[Na+] (NaHCO3). Solvent: C(Cl)Cl (CH2Cl2), O (water), C(Cl)Cl (CH2Cl2). Conditions: temperature 25 celsius. Yields the product COC(=O)C1COCC1NS(=O)(=O)C1=CC=C(C=C1)OCC1=CC(=NC2=CC=CC=C12)C (4-[4-(2-methyl-quinolin-4-ylmethoxy)-benzenesulfonylamino]-tetrahydro-furan-3-carboxylic acid methyl ester). The yield is 36.6%. As a reaction SMILES: [CH3:1][O:2][C:3]([CH:5]1[CH:9]([NH2:10])[CH2:8][O:7][CH2:6]1)=[O:4].Cl.[CH3:12][C:13]1[CH:22]=[C:21]([CH2:23][O:24][C:25]2[CH:30]=[CH:29][C:28]([S:31](Cl)(=[O:33])=[O:32])=[CH:27][CH:26]=2)[C:20]2[C:15](=[CH:16][CH:17]=[CH:18][CH:19]=2)[N:14]=1.C([O-])(O)=O.[Na+]>C(Cl)Cl.O>[CH3:1][O:2][C:3]([CH:5]1[CH:9]([NH:10][S:31]([C:28]2[CH:29]=[CH:30][C:25]([O:24][CH2:23][C:21]3[C:20]4[C:15](=[CH:16][CH:17]=[CH:18][CH:19]=4)[N:14]=[C:13]([CH3:12])[CH:22]=3)=[CH:26][CH:27]=2)(=[O:32])=[O:33])[CH2:8][O:7][CH2:6]1)=[O:4] |f:1.2,3.4|. Reported procedure: To a slurry of 2.0 g (13.77 mmol) of 4-amino-tetrahydro-furan-3-carboxylic acid methyl ester [WO 01/70673, Examples 46, 58] and 4-(2-methyl-quinolin-4-ylmethoxy)-benzenesulfonyl chloride hydrochloride (5.13 g, 15.15 mmol) in CH2Cl2 (20 mL) was added saturated aqueous NaHCO3 (20 mL) at 0° C. The solution was allowed to warm to 25° C. over 19 h. The reaction was then diluted with CH2Cl2 (100 mL) and water (30 mL). The organic layer was washed with water (2×50 mL)and then dried over MgSO4, filtered...